This data is from the Open Reaction Database (ORD), a public repository of structured organic reaction records. The task is: describe an organic reaction: reactants, conditions, products, and yield Starting materials: O.C=1(C(=CC=CC1)S(=O)(=O)O)C (toluenesulfonic acid monohydrate), CCOCC (ether), OC=1C=CC=C2C=CC=NC12 (8-hydroxyquinoline). The solvent is C(C)#N (acetonitrile). Product: OC=1C=CC=C2C=CC=[NH+]C12 (8-hydroxyquinolinium), CC=1C=CC(=CC1)S(=O)(=O)O (p-toluenesulfonate). Reaction SMILES: O.[C:2]1(C)[C:3]([S:8]([OH:11])(=[O:10])=[O:9])=[CH:4][CH:5]=[CH:6][CH:7]=1.[OH:13][C:14]1[CH:15]=[CH:16][CH:17]=[C:18]2[C:23]=1[N:22]=[CH:21][CH:20]=[CH:19]2.[CH3:24]COCC>C(#N)C>[OH:13][C:14]1[CH:15]=[CH:16][CH:17]=[C:18]2[C:23]=1[NH+:22]=[CH:21][CH:20]=[CH:19]2.[CH3:24][C:6]1[CH:5]=[CH:4][C:3]([S:8]([OH:11])(=[O:9])=[O:10])=[CH:2][CH:7]=1 |f:0.1|. Reported procedure: The toluenesulfonic acid salt of 8-hydroxyquinoline was formed by dissolving toluenesulfonic acid monohydrate (1.9 g, 10 mmol) in acetonitrile and adding 8-hydroxyquinoline (1.45 g, 10 mmol). Removal of solvent in vacuo and addition of ether to the residual oil results in crystallization. Trituration several times with ether followed by drying in vacuo yields 8-hydroxyquinolinium, p-toluenesulfonate as a powder (3.11 g). Starting materials: N[C@H](C(=O)NC1=C(C=C(C=C1)F)N[C@H]1CN(CCC1)CCOC(C(C)(C)C)=O)C (2,2-dimethylpropionic acid 2-{(R)-3-[2-((S)-2-aminopropionylamino)-5-fluorophenylamino]piperidin-1-yl}ethyl ester), ClC1=C2N=CN(C2=NC=N1)C1OCCCC1 (6-chloro-9-(tetrahydropyran-2-yl)-9H-purine), CCN(C(C)C)C(C)C (DIPEA). Run in C(CCC)O (n-butanol). Run at temperature 100 celsius, time 2 hour. The product is FC=1C=CC(=C(C1)N[C@H]1CN(CCC1)CCOC(C(C)(C)C)=O)NC([C@H](C)NC1=C2N=CN(C2=NC=N1)C1OCCCC1)=O (2,2-Dimethylpropionic acid 2-[(R)-3-(5-fluoro-2-{(S)-2-[9-(tetrahydropyran-2-yl)-9H-purin-6-ylamino]propionylamino}phenylamino)piperidin-1-yl]ethyl ester). Isolated yield 79.5%. RXN SMILES: [NH2:1][C@@H:2]([CH3:29])[C:3]([NH:5][C:6]1[CH:11]=[CH:10][C:9]([F:12])=[CH:8][C:7]=1[NH:13][C@@H:14]1[CH2:19][CH2:18][CH2:17][N:16]([CH2:20][CH2:21][O:22][C:23](=[O:28])[C:24]([CH3:27])([CH3:26])[CH3:25])[CH2:15]1)=[O:4].Cl[C:31]1[N:39]=[CH:38][N:37]=[C:36]2[C:32]=1[N:33]=[CH:34][N:35]2[CH:40]1[CH2:45][CH2:44][CH2:43][CH2:42][O:41]1.CCN(C(C)C)C(C)C>C(O)CCC>[F:12][C:9]1[CH:10]=[CH:11][C:6]([NH:5][C:3](=[O:4])[C@@H:2]([NH:1][C:31]2[N:39]=[CH:38][N:37]=[C:36]3[C:32]=2[N:33]=[CH:34][N:35]3[CH:40]2[CH2:45][CH2:44][CH2:43][CH2:42][O:41]2)[CH3:29])=[C:7]([NH:13][C@@H:14]2[CH2:19][CH2:18][CH2:17][N:16]([CH2:20][CH2:21][O:22][C:23](=[O:28])[C:24]([CH3:25])([CH3:27])[CH3:26])[CH2:15]2)[CH:8]=1. Procedure details: A mixture of 2,2-dimethylpropionic acid 2-{(R)-3-[2-((S)-2-aminopropionylamino)-5-fluorophenylamino]piperidin-1-yl}ethyl ester (0.255 g, 0.62 mmol), 6-chloro-9-(tetrahydropyran-2-yl)-9H-purine (0.149 g, 0.62 mmol), and DIPEA (0.32 mL, 1.87 mmol) in n-butanol (4 mL) was stirred in a sealed vial at 100° C. for 2 h, then at 90° C. for 16 h. After cooling to RT, volatiles were removed in vacuo and the resulting residue purified by column chromatography (Si—PCC, gradient 2-8% 2M NH3/MeOH in DCM) affo... Reactants: CNC(=O)NC1CCN(C(=O)OC(C)(C)C)C1, ClCCl, Cl, C1COCCO1. Yields the product CNC(=O)NC1CCNC1. RXN SMILES: [CH3:1][NH:2][C:3](=[O:4])[NH:5][CH:6]1[CH2:7][N:8]([C:11]([O:12][C:13]([CH3:14])([CH3:15])[CH3:16])=[O:17])[CH2:9][CH2:10]1.[Cl:25][CH2:26][Cl:27].[ClH:18].[O:19]1[CH2:20][CH2:21][O:22][CH2:23][CH2:24]1>>[CH3:1][NH:2][C:3](=[O:4])[NH:5][CH:6]1[CH2:7][NH:8][CH2:9][CH2:10]1. Starting materials: OC1=C(C=C(C=C1)C1=CN(C=2N=CN=C(C21)N[C@@H](C)C2=NN1C(C(N2C2=CC=CC=C2)=O)=C(C=C1)C)COCC[Si](C)(C)C)OC ((S)-2-(1-((5-(4-Hydroxy-3-methoxyphenyl)-7-((2-(trimethylsilyl)ethoxy)methyl)-7H-pyrrolo[2,3-d]pyrimidin-4-yl)amino)ethyl)-5-methyl-3-phenylpyrrolo[2,1-f][1,2,4]triazin-4(3H)-one), FC(C(=O)O)(F)F (trifluoroacetic acid), N (ammonia). The product is OC1=C(C=C(C=C1)C1=CNC=2N=CN=C(C21)N[C@@H](C)C2=NN1C(C(N2C2=CC=CC=C2)=O)=C(C=C1)C)OC ((S)-2-(1-((5-(4-Hydroxy-3-methoxyphenyl)-7H-pyrrolo[2,3-d]pyrimidin-4-yl)amino)ethyl)-5-methyl-3-phenylpyrrolo[2,1-f][1,2,4]triazin-4(3H)-one). Isolated yield 45.3%. Reaction SMILES: [OH:1][C:2]1[CH:7]=[CH:6][C:5]([C:8]2[C:16]3[C:15]([NH:17][C@H:18]([C:20]4[N:25]([C:26]5[CH:31]=[CH:30][CH:29]=[CH:28][CH:27]=5)[C:24](=[O:32])[C:23]5=[C:33]([CH3:36])[CH:34]=[CH:35][N:22]5[N:21]=4)[CH3:19])=[N:14][CH:13]=[N:12][C:11]=3[N:10](COCC[Si](C)(C)C)[CH:9]=2)=[CH:4][C:3]=1[O:45][CH3:46].FC(F)(F)C(O)=O.N>>[OH:1][C:2]1[CH:7]=[CH:6][C:5]([C:8]2[C:16]3[C:15]([NH:17][C@H:18]([C:20]4[N:25]([C:26]5[CH:31]=[CH:30][CH:29]=[CH:28][CH:27]=5)[C:24](=[O:32])[C:23]5=[C:33]([CH3:36])[CH:34]=[CH:35][N:22]5[N:21]=4)[CH3:19])=[N:14][CH:13]=[N:12][C:11]=3[NH:10][CH:9]=2)=[CH:4][C:3]=1[O:45][CH3:46]. Reported procedure: (S)-2-(1-((5-(4-Hydroxy-3-methoxyphenyl)-7-((2-(trimethylsilyl)ethoxy)methyl)-7H-pyrrolo[2,3-d]pyrimidin-4-yl)amino)ethyl)-5-methyl-3-phenylpyrrolo[2,1-f][1,2,4]triazin-4(3H)-one (63 mg, 0.10 mmol) was treated with trifluoroacetic acid (1.26 ml, 16.36 mmol) and a solution of ammonia (7N in methanol, 1.26 ml, 8.82 mmol) according to the method described in Example 27. The residue was purified using SP1® Purification System (0% to 6% n-hexane-ethyl acetate) to obtain 23 mg (46% yield) of the title...